Task: describe an organic reaction: reactants, conditions, products, and yield. Dataset: the Open Reaction Database (ORD), a public repository of structured organic reaction records Reactants: BrC=1C=CC2=C([C@@H]3[C@H]([C@](O2)(C(OC)OC)C)O3)C1 ((2S,3R,4R)-6-bromo-2-methyl-2-dimethoxymethyl-3,4-epoxy-3,4-dihydro-2H-1-benzopyran), ClC1=CC=C(C=C1)NCC=1N=NN(N1)C (N-(4-chlorophenyl)-N-(2-methyl-2H-tetrazol-5-ylmethyl)amine). Yields the product BrC=1C=CC2=C([C@@H]([C@H]([C@](O2)(C(OC)OC)C)O)N(CC=2N=NN(N2)C)C2=CC=C(C=C2)Cl)C1 ((2S,3R,4S)-6-bromo-4-[N-(4-chlorophenyl)-N-(2-methyl-2H-tetrazol-5-ylmethyl)amino]-3-hydroxy-2-methyl-2-dimethoxymethyl-3,4-dihydro-2H-1-benzopyran). Isolated yield 17.0%. RXN SMILES: [Br:1][C:2]1[CH:3]=[CH:4][C:5]2[O:10][C@:9]([CH3:16])([CH:11]([O:14][CH3:15])[O:12][CH3:13])[C@@H:8]3[O:17][C@@H:7]3[C:6]=2[CH:18]=1.[Cl:19][C:20]1[CH:25]=[CH:24][C:23]([NH:26][CH2:27][C:28]2[N:29]=[N:30][N:31]([CH3:33])[N:32]=2)=[CH:22][CH:21]=1>>[Br:1][C:2]1[CH:3]=[CH:4][C:5]2[O:10][C@:9]([CH3:16])([CH:11]([O:14][CH3:15])[O:12][CH3:13])[C@H:8]([OH:17])[C@@H:7]([N:26]([C:23]3[CH:24]=[CH:25][C:20]([Cl:19])=[CH:21][CH:22]=3)[CH2:27][C:28]3[N:29]=[N:30][N:31]([CH3:33])[N:32]=3)[C:6]=2[CH:18]=1. Procedure: The same procedure as step 3 of example 1 was accomplished, except for using (2S,3R,4R)-6-bromo-2-methyl-2-dimethoxymethyl-3,4-epoxy-3,4-dihydro-2H-1-benzopyran (192 mg, 0.61 mmol) and N-(4-chlorophenyl)-N-(2-methyl-2H-tetrazol-5-ylmethyl)amine (136 mg, 0.60 mmol). The crude product was purified by silica gel column chromatography (developing solvent-n-hexane:ethyl acetate=1:2), to give desired compound (55 mg, yield: 17%). Run at time 24 hour. The reactants are O.NN (Hydrazine hydrate), C1(C=2C(C(N1CC=1C=C(C=CC1OC)C(C)=O)=O)=CC=CC2)=O (3'-phthalimidomethyl-4'-methoxyacetophenone), Cl (hydrochloric acid). As a reaction SMILES: O.NN.C1(=O)[N:8]([CH2:9][C:10]2[CH:11]=[C:12]([C:18](=[O:20])[CH3:19])[CH:13]=[CH:14][C:15]=2[O:16][CH3:17])C(=O)C2=CC=CC=C12.Cl>CO.O1CCCC1>[NH2:8][CH2:9][C:10]1[CH:11]=[C:12]([C:18](=[O:20])[CH3:19])[CH:13]=[CH:14][C:15]=1[O:16][CH3:17] |f:0.1|. Reported procedure: Hydrazine hydrate (3.06 g) was added to a suspension of 3'-phthalimidomethyl-4'-methoxyacetophenone (15.74 g) in methanol (150 ml) and tetrahydrofuran (150 ml) at room temperature and the mixture was stirred at room temperature for 24 hours. Dilute hydrochloric acid (conc. hydrochloric acid (5 ml) in water (100 ml)) was added slowly to the mixture with cooling and the mixture was stirred at room temperature for 1 hour. The mixture was concentrated. Water (100 ml) was added thereto and the mixtur... Product: NCC=1C=C(C=CC1OC)C(C)=O (3'-aminomethyl-4'-methoxyacetophenone). The solvent is CO (methanol), O1CCCC1 (tetrahydrofuran). Yield: 48.8%. Reactants: COC(=O)c1ccncc1, CI, c1ccccc1. Reaction SMILES: [C:1]([c:2]1[cH:3][cH:4][n:5][cH:6][cH:7]1)(=[O:8])[O:9][CH3:10].[I:11][CH3:12].[cH:13]1[cH:14][cH:15][cH:16][cH:17][cH:18]1>>[C:1]([c:2]1[cH:3][cH:4][n+:5]([CH3:12])[cH:6][cH:7]1)(=[O:8])[O:9][CH3:10].[I-:11]. Yields the product COC(=O)c1cc[n+](C)cc1, [I-]. Reactants: CCCCP(CCCC)CCCC, CCOC(=O)C(Cc1ccc(O)cc1)OCC, CC(C#Cc1ccccc1)=CCO, O=C(N=NC(=O)N1CCCCC1)N1CCCCC1, c1ccccc1. The product is CCOC(=O)C(Cc1ccc(OCC=C(C)C#Cc2ccccc2)cc1)OCC. Reaction SMILES: [CH2:14]([P:15]([CH2:16][CH2:17][CH2:18][CH3:19])[CH2:20][CH2:21][CH2:22][CH3:23])[CH2:24][CH2:25][CH3:26].[CH2:45]([CH3:46])[O:47][CH:48]([C:49](=[O:50])[O:51][CH2:52][CH3:53])[CH2:54][c:55]1[cH:56][cH:57][c:58]([OH:61])[cH:59][cH:60]1.[CH3:1][C:2](=[CH:3][CH2:4][OH:5])[C:6]#[C:7][c:8]1[cH:9][cH:10][cH:11][cH:12][cH:13]1.[N:27]([C:28]([N:29]1[CH2:30][CH2:31][CH2:32][CH2:33][CH2:34]1)=[O:35])=[N:36][C:37]([N:38]1[CH2:39][CH2:40][CH2:41][CH2:42][CH2:43]1)=[O:44].[cH:62]1[cH:63][cH:64][cH:65][cH:66][cH:67]1>>[CH3:1][C:2](=[CH:3][CH2:4][O:5][c:58]1[cH:57][cH:56][c:55]([CH2:54][CH:48]([O:47][CH2:45][CH3:46])[C:49](=[O:50])[O:51][CH2:52][CH3:53])[cH:60][cH:59]1)[C:6]#[C:7][c:8]1[cH:9][cH:10][cH:11][cH:12][cH:13]1. Reactants: CCOC(C)=O, Cl, [I-], [K+], COc1ccc(-c2ccc(N)cc2-c2ccc(OC)cc2)cc1, [Na+], O=[N+]([O-])[O-], O. Yields the product COc1ccc(-c2ccc(I)cc2-c2ccc(OC)cc2)cc1. Reaction SMILES: [CH3:32][CH2:33][O:34][C:35](=[O:36])[CH3:37].[ClH:24].[I-:31].[K+:30].[NH2:1][c:2]1[cH:3][c:4](-[c:16]2[cH:17][cH:18][c:19]([O:22][CH3:23])[cH:20][cH:21]2)[c:5](-[c:8]2[cH:9][cH:10][c:11]([O:14][CH3:15])[cH:12][cH:13]2)[cH:6][cH:7]1.[Na+:25].[O-:26][N+:27](=[O:28])[O-:29].[OH2:38]>>[c:2]1([I:31])[cH:3][c:4](-[c:16]2[cH:17][cH:18][c:19]([O:22][CH3:23])[cH:20][cH:21]2)[c:5](-[c:8]2[cH:9][cH:10][c:11]([O:14][CH3:15])[cH:12][cH:13]2)[cH:6][cH:7]1. Starting materials: C(N)(=S)C1=CC=C(C(=O)OC)C=C1 (methyl 4-thiocarbamoylbenzoate), FC(C1=CC=C(C(CBr)=O)C=C1)(F)F (4-trifluoromethylphenacyl bromide). The product is FC(C1=CC=C(C=C1)C=1N=C(SC1)C1=CC=C(C(=O)OC)C=C1)(F)F (methyl 4-[4-(4-trifluoromethylphenyl)-2-thiazoly]benzoate). Isolated yield 61.0%. As a reaction SMILES: [C:1]([C:4]1[CH:13]=[CH:12][C:7]([C:8]([O:10][CH3:11])=[O:9])=[CH:6][CH:5]=1)(=[S:3])[NH2:2].[F:14][C:15]([F:27])([F:26])[C:16]1[CH:25]=[CH:24][C:19]([C:20](=O)[CH2:21]Br)=[CH:18][CH:17]=1>>[F:14][C:15]([F:26])([F:27])[C:16]1[CH:17]=[CH:18][C:19]([C:20]2[N:2]=[C:1]([C:4]3[CH:13]=[CH:12][C:7]([C:8]([O:10][CH3:11])=[O:9])=[CH:6][CH:5]=3)[S:3][CH:21]=2)=[CH:24][CH:25]=1. Procedure: In the same manner as in Example 28, methyl 4-thiocarbamoylbenzoate was reacted with 4-trifluoromethylphenacyl bromide to obtain methyl 4-[4-(4-trifluoromethylphenyl)-2-thiazoly]benzoate. The product was recrystallized from ethanol. Yield: 61%. Colorless prisms. Melting point: 156 to 158° C. The reactants are S(=O)(Cl)Cl (thionyl chloride), COC=1C=C(C=CC1)C=1OC(=C([N+]1[O-])C)C (2-(3-methoxyphenyl)-4,5-dimethyloxazole 3-oxide). Run at time 22 hour. The product is Cl.ClCC=1N=C(OC1C)C1=CC(=CC=C1)OC (4-Chloromethyl-2-(3-methoxyphenyl)-5-methyloxazole hydrochloride). As a reaction SMILES: S(Cl)([Cl:3])=O.[CH3:5][O:6][C:7]1[CH:8]=[C:9]([C:13]2[O:14][C:15]([CH3:20])=[C:16]([CH3:19])[N+:17]=2[O-])[CH:10]=[CH:11][CH:12]=1>>[ClH:3].[Cl:3][CH2:19][C:16]1[N:17]=[C:13]([C:9]2[CH:10]=[CH:11][CH:12]=[C:7]([O:6][CH3:5])[CH:8]=2)[O:14][C:15]=1[CH3:20] |f:2.3|. Procedure: The entire toluenic solution from Example 1 (420 ml) was admixed at 60° C. dropwise with 54.2 g (0.456 mol) of thionyl chloride and stirred at <60° C. for up to 22 h. Subsequently, the mixture was concentrated by distilling off 229 ml. The suspension was cooled to <20° C., and the product was isolated by filtration with suction, washed 3 times with 20 ml each time of toluene and dried at elevated temperature under reduced pressure. Starting materials: [OH-].[Na+] (NaOH), CS(=O)(=O)C1=CC(=C(C=C1)CO)C(F)(F)F ((4-methanesulfonyl-2-trifluoromethyl-phenyl)-methanol), O (water), P(Br)(Br)Br (PBr3). Solvent: CCOCC (Et2O). Conditions: temperature 0 celsius. The product is BrCC1=C(C=C(C=C1)S(=O)(=O)C)C(F)(F)F (1-Bromomethyl-4-methanesulfonyl-2-trifluoromethyl-benzene). RXN SMILES: [CH3:1][S:2]([C:5]1[CH:10]=[CH:9][C:8]([CH2:11]O)=[C:7]([C:13]([F:16])([F:15])[F:14])[CH:6]=1)(=[O:4])=[O:3].P(Br)(Br)[Br:18].O.[OH-].[Na+]>CCOCC>[Br:18][CH2:11][C:8]1[CH:9]=[CH:10][C:5]([S:2]([CH3:1])(=[O:4])=[O:3])=[CH:6][C:7]=1[C:13]([F:16])([F:15])[F:14] |f:3.4|. Reported procedure: To a suspension of (4-methanesulfonyl-2-trifluoromethyl-phenyl)-methanol (50.3 g, 0.20 mol) in dry Et2O (400 ml), cooled to 0° C., is added PBr3 (6.5 ml, 0.07 mol) dropwise over 10 min. A sticky, thick yellow suspension forms which upon agitation and warming to room temperature changes to a fine white suspension. The reaction mixture is cooled again to 0° C. and water (200 ml) is added slowly. The suspension is neutralised at 10° C. with 4N NaOH aq (30 ml). The product is collected by filtration...